Dataset: the Open Reaction Database (ORD), a public repository of structured organic reaction records. Task: describe an organic reaction: reactants, conditions, products, and yield Starting materials: CC(C)(C)[Si](OCCCC1=C(NC2=CC=C(C=C12)C(=O)OCC)[Si](C)(C)C)(C)C (ethyl 3-[3-[(1,1-dimethylethyl)dimethylsilyloxy]prop-1-yl]-2-trimethylsilyl-1H-indole-5-carboxylate). Run in CC#N (MeCN). Yields the product EtOAc-hexanes, OCCCC1=CNC2=CC=C(C=C12)C(=O)OCC (Ethyl 3-[3-hydroxy-prop-1-yl]-1H-indole-5-carboxylate). The yield is 98.1%. Reaction SMILES: CC([Si](C)(C)[O:6][CH2:7][CH2:8][CH2:9][C:10]1[C:18]2[C:13](=[CH:14][CH:15]=[C:16]([C:19]([O:21][CH2:22][CH3:23])=[O:20])[CH:17]=2)[NH:12][C:11]=1[Si](C)(C)C)(C)C>CC#N>[OH:6][CH2:7][CH2:8][CH2:9][C:10]1[C:18]2[C:13](=[CH:14][CH:15]=[C:16]([C:19]([O:21][CH2:22][CH3:23])=[O:20])[CH:17]=2)[NH:12][CH:11]=1. Reported procedure: A solution of ethyl 3-[3-[(1,1-dimethylethyl)dimethylsilyloxy]prop-1-yl]-2-trimethylsilyl-1H-indole-5-carboxylate (5.0 g, 11.5 mmol), and aqueous 48% HF (1.9 g, 46.0 mmol) in 140 mL of MeCN was stirred at 23° C. for 3.5 h. The solution was quenched with 10% Na2CO3, and the organic material was extracted into ethyl acetate. The organic solution was dried (brine, MgSO4), filtered, and concentrated in vacuo. Silica gel chromatography (50-100% EtOAc-hexanes gradient) of the concentrate yielded the t...